This data is from the Open Reaction Database (ORD), a public repository of structured organic reaction records. The task is: describe an organic reaction: reactants, conditions, products, and yield The reactants are Cl[SiH](Cl)Cl (trichlorosilane), C(C(=C)C)(=O)OCC=C (allyl methacrylate), C(C)(C)(C)C1=C(C(=CC(=C1)C)C(C)(C)C)O (2,6-ditert-butyl-4-methylphenol), C1(O)=CC=C(O)C=C1 (hydroquinone), CC1=CC(=C(C(=C1)C(C)(C)C)O)C(C)(C)C (Ionol). The reagents and catalysts are [H+].[H+].Cl[Pt-2](Cl)(Cl)(Cl)(Cl)Cl (chloroplatinic acid). Solvent: COCCOC.C(C)O (1,2-dimethoxyethane ethanol). Run at temperature 90 celsius. Yields the product C(C(=C)C)(=O)OCCC[Si](Cl)(Cl)Cl (3-methacryloxypropyltrichlorosilane). Yield: 85.0%. Reaction SMILES: [C:1]([O:6][CH2:7][CH:8]=[CH2:9])(=[O:5])[C:2]([CH3:4])=[CH2:3].C1(C=CC(O)=CC=1)O.CC1C=C(C(C)(C)C)C(O)=C(C(C)(C)C)C=1.[Cl:34][SiH:35]([Cl:37])[Cl:36]>[H+].[H+].Cl[Pt-2](Cl)(Cl)(Cl)(Cl)Cl.COCCOC.C(O)C>[C:1]([O:6][CH2:7][CH2:8][CH2:9][Si:35]([Cl:37])([Cl:36])[Cl:34])(=[O:5])[C:2]([CH3:4])=[CH2:3] |f:4.5.6,7.8|. Procedure details: A 500 cc, 3-necked, round bottomed flask, equipped with a stirrer, thermometer, addition funnel, condenser and a nitrogen blow-by was charged with 138.6 grams of allyl methacrylate, which contained 50 ppm of hydroquinone inhibitor, 0.14 gm of Ionol™ (2,6-ditert-butyl-4-methylphenol) and 0.22 ml of a 3.8% chloroplatinic acid solution in a 1,2-dimethoxyethane/ethanol mixture. The flask contents were heated to 90° C. and dropwise addition of trichlorosilane (135.5 gm, 1 mol) over a 20 minute period... The reactants are COc1cccc(CCc2ccc(C(=O)OC(C)(C)C)c(Nc3ccccc3)c2)c1, O=C(O)C(F)(F)F. Reaction SMILES: [NH:1]([c:2]1[cH:3][cH:4][cH:5][cH:6][cH:7]1)[c:8]1[c:9]([C:10](=[O:11])[O:12][C:13]([CH3:14])([CH3:15])[CH3:16])[cH:17][cH:18][c:19]([CH2:21][CH2:22][c:23]2[cH:24][c:25]([O:29][CH3:30])[cH:26][cH:27][cH:28]2)[cH:20]1.[OH:31][C:32]([C:33]([F:34])([F:35])[F:36])=[O:37]>>[NH:1]([c:2]1[cH:3][cH:4][cH:5][cH:6][cH:7]1)[c:8]1[c:9]([C:10](=[O:11])[OH:12])[cH:17][cH:18][c:19]([CH2:21][CH2:22][c:23]2[cH:24][c:25]([O:29][CH3:30])[cH:26][cH:27][cH:28]2)[cH:20]1. Yields the product COc1cccc(CCc2ccc(C(=O)O)c(Nc3ccccc3)c2)c1. Reactants: C#CC1(O)C(=C)CC2C3CC(CN(CC)c4ccccc4)C4=CC(=O)CCC4(C)C3CCC21C, C1CCOC1, Cl, O. Yields the product C#CC1(O)C(=C)CC2C3CC(=C)C4=CC(=O)CCC4(C)C3CCC21C. Reaction SMILES: [C:1](#[CH:2])[C:3]1([OH:34])[C:4]2([CH3:5])[CH:6]([CH2:7][C:8]1=[CH2:9])[CH:10]1[CH2:11][CH:12]([CH2:24][N:25]([c:26]3[cH:27][cH:28][cH:29][cH:30][cH:31]3)[CH2:32][CH3:33])[C:13]3=[CH:14][C:15](=[O:23])[CH2:16][CH2:17][C:18]3([CH3:19])[CH:20]1[CH2:21][CH2:22]2.[CH2:37]1[O:38][CH2:39][CH2:40][CH2:41]1.[ClH:35].[OH2:36]>>[C:1](#[CH:2])[C:3]1([OH:34])[C:4]2([CH3:5])[CH:6]([CH2:7][C:8]1=[CH2:9])[CH:10]1[CH2:11][C:12](=[CH2:24])[C:13]3=[CH:14][C:15](=[O:23])[CH2:16][CH2:17][C:18]3([CH3:19])[CH:20]1[CH2:21][CH2:22]2. Reactants: CCOC(C)=O, Clc1ncc(Cc2ccncc2)c2ccccc12, NCc1cccc(Cl)c1, N. The product is Clc1cccc(CNc2ncc(Cc3ccncc3)c3ccccc23)c1. As a reaction SMILES: [CH3:29][CH2:30][O:31][C:32](=[O:33])[CH3:34].[Cl:10][c:11]1[n:12][cH:13][c:14]([CH2:21][c:22]2[cH:23][cH:24][n:25][cH:26][cH:27]2)[c:15]2[cH:16][cH:17][cH:18][cH:19][c:20]12.[Cl:1][c:2]1[cH:3][c:4]([CH2:5][NH2:6])[cH:7][cH:8][cH:9]1.[NH3:28]>>[Cl:1][c:2]1[cH:3][c:4]([CH2:5][NH:6][c:11]2[n:12][cH:13][c:14]([CH2:21][c:22]3[cH:23][cH:24][n:25][cH:26][cH:27]3)[c:15]3[cH:16][cH:17][cH:18][cH:19][c:20]23)[cH:7][cH:8][cH:9]1. Reactants: OCCC1=C(C=CC=C1CCO)O (2,3-bis(2-hydroxyethyl)-phenol), Cl (hydrochloric acid). The solvent is O (water). The product is O1CCC2=C1C=CC=C2CCO (2-(2,3-Dihydrobenzofuran-4-yl)-ethanol). Yield: 111.0%. RXN SMILES: O[CH2:2][CH2:3][C:4]1[C:9]([CH2:10][CH2:11][OH:12])=[CH:8][CH:7]=[CH:6][C:5]=1[OH:13].Cl>O>[O:13]1[C:5]2[CH:6]=[CH:7][CH:8]=[C:9]([CH2:10][CH2:11][OH:12])[C:4]=2[CH2:3][CH2:2]1. Procedure: A mixture of 2,3-bis(2-hydroxyethyl)-phenol (1.2 g) and 36% aqueous hydrochloric acid (24 ml) was heated at reflux for 2 h. The mixture was cooled, diluted with water (24 ml) and extracted with ethyl acetate (2×24 ml). The combined extracts were dried (Na2SO4) and the solvent evaporated to give the title compound (1.2 g) as a brown oil. Starting materials: Fc1ccc(Br)cc1C12COCC1CON2, CC(=O)O, [Zn]. Product: NC1(c2cc(Br)ccc2F)COCC1CO. RXN SMILES: [Br:1][c:2]1[cH:3][cH:4][c:5]([F:16])[c:6]([C:8]23[NH:9][O:10][CH2:11][CH:12]2[CH2:13][O:14][CH2:15]3)[cH:7]1.[CH3:17][C:18](=[O:19])[OH:20].[Zn:21]>>[Br:1][c:2]1[cH:3][cH:4][c:5]([F:16])[c:6]([C:8]2([NH2:9])[CH:12]([CH2:11][OH:10])[CH2:13][O:14][CH2:15]2)[cH:7]1. Reactants: N#Cc1c(Br)n(-c2ccc(O)cc2)c2ccccc12, CNC, ClCCl, CN(C)C=O, O. Product: CN(C)c1c(C#N)c2ccccc2n1-c1ccc(O)cc1. RXN SMILES: [Br:1][c:2]1[n:3](-[c:13]2[cH:14][cH:15][c:16]([OH:19])[cH:17][cH:18]2)[c:4]2[cH:5][cH:6][cH:7][cH:8][c:9]2[c:10]1[C:11]#[N:12].[CH3:20][NH:21][CH3:22].[Cl:29][CH2:30][Cl:31].[O:23]=[CH:24][N:25]([CH3:26])[CH3:27].[OH2:28]>>[c:2]1([N:21]([CH3:20])[CH3:22])[n:3](-[c:13]2[cH:14][cH:15][c:16]([OH:19])[cH:17][cH:18]2)[c:4]2[cH:5][cH:6][cH:7][cH:8][c:9]2[c:10]1[C:11]#[N:12]. Reactants: C(C)(=O)C1=C(C=C2C(C(=CNC2=C1F)C(=O)OCC)=O)F (ethyl 7-acetyl-6,8-difluoro-1,4-dihydro-4-oxo-3-quinolinecarboxylate), C([O-])([O-])=O.[K+].[K+] (potassium carbonate), C(C)I (ethyl iodide). Solvent: CN(C=O)C (dimethylformamide). Run at temperature 45 celsius, time 8 hour. Yields the product C(C)(=O)C1=C(C=C2C(C(=CN(C2=C1F)CC)C(=O)OCC)=O)F (ethyl 7-acetyl-1-ethyl-6,8-difluoro-1,4-dihydro-4-oxo-3-quinoline carboxylate). Reaction SMILES: [C:1]([C:4]1[C:13]([F:14])=[C:12]2[C:7]([C:8](=[O:20])[C:9]([C:15]([O:17][CH2:18][CH3:19])=[O:16])=[CH:10][NH:11]2)=[CH:6][C:5]=1[F:21])(=[O:3])[CH3:2].C(=O)([O-])[O-].[K+].[K+].[CH2:28](I)[CH3:29]>CN(C)C=O>[C:1]([C:4]1[C:13]([F:14])=[C:12]2[C:7]([C:8](=[O:20])[C:9]([C:15]([O:17][CH2:18][CH3:19])=[O:16])=[CH:10][N:11]2[CH2:28][CH3:29])=[CH:6][C:5]=1[F:21])(=[O:3])[CH3:2] |f:1.2.3|. Procedure details: To 22.3 g (76.6 mmol) of the ethyl 7-acetyl-6,8-difluoro-1,4-dihydro-4-oxo-3-quinolinecarboxylate in 900 ml of dimethylformamide was added 25.6 g (2.5 eq) of potassium carbonate and 22 ml (3.6 eq) of ethyl iodide. The mixture was stirred at 45° C. overnight. The mixture was concentrated. The residue was dissolved in water and extracted into dichloromethane. The dichloromethane was concentrated and the residual oil was purified by column chromatography on silica gel to give 10.5 g of ethyl 7-acet... The reactants are CCO, NN, O=C1c2ccccc2C(=O)N1Cc1cccc(N2C(=O)N(c3ccccc3Br)Cc3cnc(Nc4ccccc4)nc32)c1, O. Yields the product NCc1cccc(N2C(=O)N(c3ccccc3Br)Cc3cnc(Nc4ccccc4)nc32)c1. Reaction SMILES: [CH3:47][CH2:48][OH:49].[NH2:45][NH2:46].[NH:1]([c:2]1[cH:3][cH:4][cH:5][cH:6][cH:7]1)[c:8]1[n:9][cH:10][c:11]2[c:12]([n:13]1)[N:14]([c:26]1[cH:27][c:28]([CH2:32][N:33]3[C:34](=[O:35])[c:36]4[cH:37][cH:38][cH:39][cH:40][c:41]4[C:42]3=[O:43])[cH:29][cH:30][cH:31]1)[C:15](=[O:25])[N:16]([c:18]1[c:19]([Br:24])[cH:20][cH:21][cH:22][cH:23]1)[CH2:17]2.[OH2:44]>>[NH:1]([c:2]1[cH:3][cH:4][cH:5][cH:6][cH:7]1)[c:8]1[n:9][cH:10][c:11]2[c:12]([n:13]1)[N:14]([c:26]1[cH:27][c:28]([CH2:32][NH2:33])[cH:29][cH:30][cH:31]1)[C:15](=[O:25])[N:16]([c:18]1[c:19]([Br:24])[cH:20][cH:21][cH:22][cH:23]1)[CH2:17]2.